This data is from the Open Reaction Database (ORD), a public repository of structured organic reaction records. The task is: describe an organic reaction: reactants, conditions, products, and yield Reactants: O=C([O-])[O-], CN(C)C=O, CCOC(C)=O, O=S(=O)(Nc1ccc2[nH]ccc2c1)c1cc(Cl)cc(Cl)c1, CCOP(=O)(COS(=O)(=O)C(F)(F)F)OCC, [K+], [K+], O. Yields the product CCOP(=O)(CN(c1ccc2[nH]ccc2c1)S(=O)(=O)c1cc(Cl)cc(Cl)c1)OCC. As a reaction SMILES: [C:22](=[O:23])([O-:24])[O-:25].[CH3:46][N:47]([CH3:48])[CH:49]=[O:50].[CH3:51][CH2:52][O:53][C:54](=[O:55])[CH3:56].[Cl:1][c:2]1[cH:3][c:4]([S:9](=[O:10])(=[O:11])[NH:12][c:13]2[cH:14][c:15]3[cH:16][cH:17][nH:18][c:19]3[cH:20][cH:21]2)[cH:5][c:6]([Cl:8])[cH:7]1.[F:28][C:29]([F:30])([F:31])[S:32]([O:33][CH2:34][P:35](=[O:36])([O:37][CH2:38][CH3:39])[O:40][CH2:41][CH3:42])(=[O:43])=[O:44].[K+:26].[K+:27].[OH2:45]>>[Cl:1][c:2]1[cH:3][c:4]([S:9](=[O:10])(=[O:11])[N:12]([c:13]2[cH:14][c:15]3[cH:16][cH:17][nH:18][c:19]3[cH:20][cH:21]2)[CH2:34][P:35](=[O:36])([O:37][CH2:38][CH3:39])[O:40][CH2:41][CH3:42])[cH:5][c:6]([Cl:8])[cH:7]1. Starting materials: CC(C)(C)[Si](C)(C)Cl, CC1CC(O)(c2cccc(Br)c2)CCO1. Product: CC1CC(O[Si](C)(C)C(C)(C)C)(c2cccc(Br)c2)CCO1. Reaction SMILES: [C:16]([CH3:17])([CH3:18])([CH3:19])[Si:20]([CH3:21])([CH3:22])[Cl:23].[OH:1][C:2]1([c:9]2[cH:10][c:11]([Br:15])[cH:12][cH:13][cH:14]2)[CH2:3][CH:4]([CH3:8])[O:5][CH2:6][CH2:7]1>>[O:1]([C:2]1([c:9]2[cH:10][c:11]([Br:15])[cH:12][cH:13][cH:14]2)[CH2:3][CH:4]([CH3:8])[O:5][CH2:6][CH2:7]1)[Si:20]([C:16]([CH3:17])([CH3:18])[CH3:19])([CH3:21])[CH3:22]. Starting materials: Cl.C(C)N=C=NCCCN(C)C (1-Ethyl-3-(3-dimethylaminopropyl)carbodiimide hydrochloride), ON1N=NC2=C1C=CC=C2 (1-hydroxybenzotriazole), C(C)(C)(C)C1=CC=C(C=C1)\C(=C/C(=O)O)\C1=NC(=C(C=C1)Cl)OC ((2E)-3-(4-tert-butylphenyl)-3-(5-chloro-6-methoxypyridin-2-yl)prop-2-enoic acid), Example 4-6, N1CCCCC1 (piperidine). The solvent is C(C)(=O)OCC (ethyl acetate), CN(C=O)C (N,N-dimethylformamide). Run at time 15 minute. Yields the product C(C)(C)(C)C1=CC=C(C=C1)\C(=C/C(=O)N1CCCC1)\C1=NC(=C(C=C1)Cl)OC ((2E)-3-(4-tert-butylphenyl)-3-(5-chloro-6-methoxypyridin-2-yl)-1-(pyrrolidin-1-yl)prop-2-en-1-one). Isolated yield 40.0%. RXN SMILES: Cl.C(N=C=N[CH2:7][CH2:8][CH2:9][N:10]([CH3:12])C)C.ON1C2C=CC=CC=2N=N1.[C:23]([C:27]1[CH:32]=[CH:31][C:30](/[C:33](/[C:38]2[CH:43]=[CH:42][C:41]([Cl:44])=[C:40]([O:45][CH3:46])[N:39]=2)=[CH:34]\[C:35](O)=[O:36])=[CH:29][CH:28]=1)([CH3:26])([CH3:25])[CH3:24].N1CCCCC1>CN(C)C=O.C(OCC)(=O)C>[C:23]([C:27]1[CH:28]=[CH:29][C:30](/[C:33](/[C:38]2[CH:43]=[CH:42][C:41]([Cl:44])=[C:40]([O:45][CH3:46])[N:39]=2)=[CH:34]\[C:35]([N:10]2[CH2:9][CH2:8][CH2:7][CH2:12]2)=[O:36])=[CH:31][CH:32]=1)([CH3:24])([CH3:25])[CH3:26] |f:0.1|. Procedure: 1-Ethyl-3-(3-dimethylaminopropyl)carbodiimide hydrochloride (80 mg) and 1-hydroxybenzotriazole (61 mg) were added to a solution of (2E)-3-(4-tert-butylphenyl)-3-(5-chloro-6-methoxypyridin-2-yl)prop-2-enoic acid obtained in Reference Example 4-6 (137 mg) in N,N-dimethylformamide (2 mL), and the mixture was stirred for 15 minutes. Thereafter, piperidine (50 mg) was added and the mixture was stirred at room temperature for 15 hours. The reaction solution was diluted with ethyl acetate. This was seq...